This data is from the Open Reaction Database (ORD), a public repository of structured organic reaction records. The task is: describe an organic reaction: reactants, conditions, products, and yield Reactants: C([O-])([O-])=O.[K+].[K+] (potassium carbonate), Cl.NO (hydroxylamine hydrochloride), C(C1=CC=CC=C1)N1CC(C(C1)C)=O (1-benzyl-4-methyl-3-pyrrolidone). Solvent: O (water), C(C)O (ethanol), O (water). Run at time 8 hour. Yields the product C(C1=CC=CC=C1)N1CC(C(C1)C)=NO (1-benzyl-3-(hydroxyimino)-4-methylpyrrolidine). The yield is 107.5%. RXN SMILES: [CH2:1]([N:8]1[CH2:12][CH:11]([CH3:13])[C:10](=O)[CH2:9]1)[C:2]1[CH:7]=[CH:6][CH:5]=[CH:4][CH:3]=1.Cl.[NH2:16][OH:17].C(=O)([O-])[O-].[K+].[K+]>C(O)C.O>[CH2:1]([N:8]1[CH2:12][CH:11]([CH3:13])[C:10](=[N:16][OH:17])[CH2:9]1)[C:2]1[CH:7]=[CH:6][CH:5]=[CH:4][CH:3]=1 |f:1.2,3.4.5|. Reported procedure: A solution of 31.7 g (0.168 mole) of 1-benzyl-4-methyl-3-pyrrolidone [prepared as described in Step (4) above] dissolved in 200 ml of ethanol was added dropwise to a solution of 59.4 g (0.79 mole) of hydroxylamine hydrochloride dissolved in 200 ml of water over a period of 1 hour, whilst keeping the temperature at 20° to 25° C. 62.1 g (0.45 mole) of potassium carbonate were then added, and the mixture was stirred at room temperature overnight, after which it was diluted with 100 ml of water. The... Reactants: CN1CCCNCC1, CN1CCCC1=O, O=Cc1cnn2ccc(Cl)nc12, ClCCl, O. Yields the product CN1CCCN(c2ccn3ncc(C=O)c3n2)CC1. Reaction SMILES: [CH3:13][N:14]1[CH2:15][CH2:16][NH:17][CH2:18][CH2:19][CH2:20]1.[CH3:25][N:26]1[CH2:27][CH2:28][CH2:29][C:30]1=[O:31].[Cl:1][c:2]1[n:3][c:4]2[n:5]([cH:6][cH:7]1)[n:8][cH:9][c:10]2[CH:11]=[O:12].[Cl:21][CH2:22][Cl:23].[OH2:24]>>[c:2]1([N:17]2[CH2:16][CH2:15][N:14]([CH3:13])[CH2:20][CH2:19][CH2:18]2)[n:3][c:4]2[n:5]([cH:6][cH:7]1)[n:8][cH:9][c:10]2[CH:11]=[O:12]. Reactants: NC=1C=C(C(=NC1)[C@H](CC1=CC(=CC(=C1)F)F)NC(OC(C)(C)C)=O)Br ((S)-tert-butyl (1-(5-amino-3-bromopyridin-2-yl)-2-(3,5-difluorophenyl)ethyl)carbamate), BrN1C(CCC1=O)=O (N-bromosuccinimide). The solvent is C(C)#N (acetonitrile), C(C)#N (acetonitrile). Conditions: time 5 minute. Product: NC=1C=C(C(=NC1Br)[C@H](CC1=CC(=CC(=C1)F)F)NC(OC(C)(C)C)=O)Br ((S)-tert-butyl (1-(5-amino-3,6-dibromopyridin-2-yl)-2-(3,5-difluorophenyl)ethyl)carbamate). As a reaction SMILES: [NH2:1][C:2]1[CH:3]=[C:4]([Br:26])[C:5]([C@@H:8]([NH:18][C:19](=[O:25])[O:20][C:21]([CH3:24])([CH3:23])[CH3:22])[CH2:9][C:10]2[CH:15]=[C:14]([F:16])[CH:13]=[C:12]([F:17])[CH:11]=2)=[N:6][CH:7]=1.[Br:27]N1C(=O)CCC1=O>C(#N)C>[NH2:1][C:2]1[CH:3]=[C:4]([Br:26])[C:5]([C@@H:8]([NH:18][C:19](=[O:25])[O:20][C:21]([CH3:23])([CH3:22])[CH3:24])[CH2:9][C:10]2[CH:15]=[C:14]([F:16])[CH:13]=[C:12]([F:17])[CH:11]=2)=[N:6][C:7]=1[Br:27]. Reported procedure: A solution of (S)-tert-butyl (1-(5-amino-3-bromopyridin-2-yl)-2-(3,5-difluorophenyl)ethyl)carbamate (46A, 960 mg, 2.24 mmol) in 20 mL of acetonitrile was cooled to 0° C. and treated with N-bromosuccinimide (399 mg, 2.24 mmol) as a solution in 20 mL of acetonitrile. After 5 min, the reaction mixture was partitioned with EtOAc and saturated aqueous NaHCO3. The organic layer was separated and washed with brine, then dried over MgSO4 and concentrated in vacuo. The residue was purified by silica gel ... The reactants are CCOc1cc(C(C)(C)C)ncc1C1=NC(C)(c2ccc(Cl)cc2)C(C)(c2ccc(Cl)cc2)N1C(=O)Cl, COCCN1CCNCC1. Product: CCOc1cc(C(C)(C)C)ncc1C1=NC(C)(c2ccc(Cl)cc2)C(C)(c2ccc(Cl)cc2)N1C(=O)N1CCN(CCOC)CC1. As a reaction SMILES: [C:1]([CH3:2])([CH3:3])([CH3:4])[c:5]1[cH:6][c:7]([O:35][CH2:36][CH3:37])[c:8]([C:11]2=[N:15][C:14]([CH3:16])([c:17]3[cH:18][cH:19][c:20]([Cl:23])[cH:21][cH:22]3)[C:13]([CH3:24])([c:25]3[cH:26][cH:27][c:28]([Cl:31])[cH:29][cH:30]3)[N:12]2[C:32](=[O:33])[Cl:34])[cH:9][n:10]1.[CH3:38][O:39][CH2:40][CH2:41][N:42]1[CH2:43][CH2:44][NH:45][CH2:46][CH2:47]1>>[C:1]([CH3:2])([CH3:3])([CH3:4])[c:5]1[cH:6][c:7]([O:35][CH2:36][CH3:37])[c:8]([C:11]2=[N:15][C:14]([CH3:16])([c:17]3[cH:18][cH:19][c:20]([Cl:23])[cH:21][cH:22]3)[C:13]([CH3:24])([c:25]3[cH:26][cH:27][c:28]([Cl:31])[cH:29][cH:30]3)[N:12]2[C:32](=[O:33])[N:45]2[CH2:44][CH2:43][N:42]([CH2:41][CH2:40][O:39][CH3:38])[CH2:47][CH2:46]2)[cH:9][n:10]1. Starting materials: Cc1c([N+](=O)[O-])cnc(Cl)c1Br, CO, O. The product is COc1ncc([N+](=O)[O-])c(C)c1Br. RXN SMILES: [Br:1][c:2]1[c:3]([Cl:12])[n:4][cH:5][c:6]([N+:9](=[O:10])[O-:11])[c:7]1[CH3:8].[CH3:13][OH:14].[OH2:15]>>[Br:1][c:2]1[c:3]([O:14][CH3:13])[n:4][cH:5][c:6]([N+:9](=[O:10])[O-:11])[c:7]1[CH3:8]. Starting materials: CC1=CC=C(C=C1)C1=CC(=CC(=C1)C(=O)OC)C(=O)OC (dimethyl 4′-methylbiphenyl-3,5-dicarboxylate), [OH-].[Na+] (NaOH), dicarboxylic acid, diester. Solvent: CO (MeOH). Reaction conditions: temperature 60 celsius. Product: COC(=O)C=1C=C(C=C(C1)C1=CC=C(C=C1)C)C(=O)O (5-(Methoxycarbonyl)-4′-methylbiphenyl-3-carboxylic acid). Reaction SMILES: [CH3:1][C:2]1[CH:7]=[CH:6][C:5]([C:8]2[CH:13]=[C:12]([C:14]([O:16][CH3:17])=[O:15])[CH:11]=[C:10]([C:18]([O:20]C)=[O:19])[CH:9]=2)=[CH:4][CH:3]=1.[OH-].[Na+]>CO>[CH3:17][O:16][C:14]([C:12]1[CH:11]=[C:10]([C:18]([OH:20])=[O:19])[CH:9]=[C:8]([C:5]2[CH:6]=[CH:7][C:2]([CH3:1])=[CH:3][CH:4]=2)[CH:13]=1)=[O:15] |f:1.2|. Reported procedure: A mixture of dimethyl 4′-methylbiphenyl-3,5-dicarboxylate (1.70 g, 5.98 mmol), MeOH (100 mL) and 2N aq. NaOH (8 mL) was stirred at 60° C. until LC-MS indicated the diester was almost completely consumed. After cooling, the mixture was concentrated in vacuo and acidified with 1N aq. HCl to pH<4 and extracted with EtOAc (100 mL×3). The combined organic layers were washed with brine, dried (Na2SO4), and concentrated to yield a white solid (contained some dicarboxylic acid). Reactants: C(C#C)(=O)OC (methyl propiolate), [OH-].ClC1=CC=C2C[N+]3=C(C2=C1)N(C(C(=C3O)C3=CC=CC=C3)=O)C (9-chloro-1,2-dihydro-4-hydroxy-1-methyl-2-oxo-3-phenyl-6H-pyrimido [2,1-a]isoindole-5-ium hydroxide), C(C#C)(=O)OC (methyl propiolate). Solvent: C1(=CC=CC=C1)C (toluene). Yields the product ClC1=CC=C2CN3C(C2=C1)=C(C=C(C3=O)C3=CC=CC=C3)C(=O)OC (methyl 9-chloro-4,6-dihydro-4-oxo-3-phenylpyrido[2,1-a]isoindole-1-carboxylate). The yield is 48.3%. RXN SMILES: [OH-].[Cl:2][C:3]1[CH:11]=[C:10]2[C:6]([CH2:7][N+:8]3[C:15]([OH:16])=[C:14]([C:17]4[CH:22]=[CH:21][CH:20]=[CH:19][CH:18]=4)C(=O)N(C)[C:9]=32)=[CH:5][CH:4]=1.[C:25]([O:29][CH3:30])(=[O:28])[C:26]#[CH:27]>C1(C)C=CC=CC=1>[Cl:2][C:3]1[CH:11]=[C:10]2[C:6]([CH2:7][N:8]3[C:15](=[O:16])[C:14]([C:17]4[CH:18]=[CH:19][CH:20]=[CH:21][CH:22]=4)=[CH:27][C:26]([C:25]([O:29][CH3:30])=[O:28])=[C:9]32)=[CH:5][CH:4]=1 |f:0.1|. Procedure: A mixture of 333 mg of 9-chloro-1,2-dihydro-4-hydroxy-1-methyl-2-oxo-3-phenyl-6H-pyrimido [2,1-a]isoindole-5-ium hydroxide (internal salt) and 41 ml of toluene was treated with 0.86 g of methyl propiolate and heated to boiling under reflux for about 6.5 days, and 0.86 ml of methyl propiolate was added thereto every 24 hours. The reaction mixture was then cooled in an ice bath and the separated crystals were filtered off under suction. After recrystallization from N,N-dimethylformamide there was ... Starting materials: C(CCCCCCCCCCCCCCCCC)=O (octadecanal), [N+](=O)([O-])C (nitromethane). The solvent is CCOCC (Et2O). The product is EtOAc petroleum spirit, [N+](=O)([O-])CC(CCCCCCCCCCCCCCCCC)O (1-nitrononadecan-2-ol). Yield: 88.3%. RXN SMILES: [CH:1](=[O:19])[CH2:2][CH2:3][CH2:4][CH2:5][CH2:6][CH2:7][CH2:8][CH2:9][CH2:10][CH2:11][CH2:12][CH2:13][CH2:14][CH2:15][CH2:16][CH2:17][CH3:18].[N+:20]([CH3:23])([O-:22])=[O:21]>CCOCC>[N+:20]([CH2:23][CH:1]([OH:19])[CH2:2][CH2:3][CH2:4][CH2:5][CH2:6][CH2:7][CH2:8][CH2:9][CH2:10][CH2:11][CH2:12][CH2:13][CH2:14][CH2:15][CH2:16][CH2:17][CH3:18])([O-:22])=[O:21]. Procedure details: To a solution of octadecanal (9a) (2.22 g, 8.28 mmol) and nitromethane (1.52 g, 24.90 mmol) in anhyd Et2O (10 mL), Amberlyst A-21 (1.2 g) was added at r.t. The mixture was stirred and heated at reflux for 48 h. After removal of the Amberlyst A-21 by filtration, the filtrate was concentrated under reduced pressure. Flash column chromatography of the residue (EtOAc/petroleum spirit, 5/95) gave 1-nitrononadecan-2-ol (10a) (2.41 g, 89%) as a white solid; mp 55-56° C.